This data is from the Open Reaction Database (ORD), a public repository of structured organic reaction records. The task is: describe an organic reaction: reactants, conditions, products, and yield Reactants: CS(=O)(=N)C1=CC=C(C=C1)CCC(=O)OC (Methyl 3-(4-(S-methylsulfonimidoyl)-phenyl)propanoate), CCN=C=NCCCN(C)C (EDCI), NC1=NC=C(C(=O)O)C=C1C#CC1=CC(=CC=C1)NC(=O)C=1OC=CC1C (6-Amino-5-((3-(3-methylfuran-2-carboxamido)phenyl)ethynyl)nicotinic acid). The reagents and catalysts are CN(C)C=1C=CN=CC1 (DMAP). Solvent: CN(C)C=O (DMF), CCOC(=O)C (EtOAc). Reaction conditions: temperature 60 celsius, time 20 minute. Product: NC1=C(C=C(C=N1)C(=O)N=S(=O)(C)C1=CC=C(C=C1)CCC(=O)OC)C#CC1=CC(=CC=C1)NC(=O)C=1OC=CC1C (Methyl 3-[4-(N-{[6-amino-5-({3-[(3-methyl-2-furoyl)amino]phenyl}-ethynyl)pyridin-3-yl]carbonyl}-S-methylsulfonimidoyl)phenyl]propanoate). Isolated yield 37.0%. Reaction SMILES: [NH2:1][C:2]1[C:10]([C:11]#[C:12][C:13]2[CH:18]=[CH:17][CH:16]=[C:15]([NH:19][C:20]([C:22]3[O:23][CH:24]=[CH:25][C:26]=3[CH3:27])=[O:21])[CH:14]=2)=[CH:9][C:5]([C:6](O)=[O:7])=[CH:4][N:3]=1.CCN=C=NCCCN(C)C.[CH3:39][S:40]([C:43]1[CH:48]=[CH:47][C:46]([CH2:49][CH2:50][C:51]([O:53][CH3:54])=[O:52])=[CH:45][CH:44]=1)(=[NH:42])=[O:41]>CN(C=O)C.CN(C1C=CN=CC=1)C.CCOC(C)=O>[NH2:1][C:2]1[N:3]=[CH:4][C:5]([C:6]([N:42]=[S:40]([C:43]2[CH:44]=[CH:45][C:46]([CH2:49][CH2:50][C:51]([O:53][CH3:54])=[O:52])=[CH:47][CH:48]=2)([CH3:39])=[O:41])=[O:7])=[CH:9][C:10]=1[C:11]#[C:12][C:13]1[CH:18]=[CH:17][CH:16]=[C:15]([NH:19][C:20]([C:22]2[O:23][CH:24]=[CH:25][C:26]=2[CH3:27])=[O:21])[CH:14]=1. Procedure details: 6-Amino-5-((3-(3-methylfuran-2-carboxamido)phenyl)ethynyl)nicotinic acid (0.1 g, 0.277 mmol) was dissolved in DMF (2.8 mL). EDCI (0.64 g, 0.332 mmol) and DMAP (3.42 mg, 0.028 mmol) were then added and the reaction mixture was stirred at 60° C. for 20 minutes. Methyl 3-(4-(S-methylsulfonimidoyl)-phenyl)propanoate (0.068 g, 0.277 mmol) was then added, and the reaction was allowed to stir for 3 hours at 60° C. The mixture was cooled to room temperature then taken up in EtOAc (10 mL) and extracted w... The reactants are Cl (Hydrogen chloride), COC(=O)C1=CC=CC2=C1SC(=C2)C (2-methylbenzo[b]thiophene-7-carboxylic acid methyl ester), C=O (paraformaldehyde). The reagents and catalysts are [Cl-].[Zn+2].[Cl-] (zinc chloride). Run in C(Cl)(Cl)Cl (chloroform). Run at time 5 hour. Yields the product COC(=O)C1=CC=CC2=C1SC(=C2CCl)C (3-chloromethyl-2-methylbenzo[b]thiophene-7-carboxylic acid methyl ester). RXN SMILES: [ClH:1].[CH3:2][O:3][C:4]([C:6]1[C:11]2[S:12][C:13]([CH3:15])=[CH:14][C:10]=2[CH:9]=[CH:8][CH:7]=1)=[O:5].[CH2:16]=O>C(Cl)(Cl)Cl.[Cl-].[Zn+2].[Cl-]>[CH3:2][O:3][C:4]([C:6]1[C:11]2[S:12][C:13]([CH3:15])=[C:14]([CH2:16][Cl:1])[C:10]=2[CH:9]=[CH:8][CH:7]=1)=[O:5] |f:4.5.6|. Procedure: Hydrogen chloride gas was passed for 30 minutes through a stirred mixture of 2-methylbenzo[b]thiophene-7-carboxylic acid methyl ester (4.50 g), paraformaldehyde (1.23 g) and anhydrous zinc chloride (1.03 g) in chloroform (50 ml). The mixture was stirred at room temperature for 5 hours and then allowed to stand for 18 hours. The mixture was then washed several times with water and the organic layer was dried (Na2SO4) and evaporated. The residue was crystallised from chloroform/petrol (b.p. 60°-80... The reactants are BrCC(=O)OCC (ethyl bromoacetate), FC1=CC=C(C=C1)C1=CN(C2=CC=C(C=C12)C)C1CCNCC1 (3-(4-Fluorophenyl)-5-methyl-1-(4-piperidyl)-1H-indole), C(=O)([O-])[O-].[K+].[K+] (K2CO3). The solvent is CC(=O)C (acetone), CC(=O)C (acetone). Yields the product FC1=CC=C(C=C1)C1=CN(C2=CC=C(C=C12)C)C1CCN(CC1)CC(=O)OC (methyl 4-[3-(4-fluorophenyl)-5-methyl-1H-indol-1-yl]1-piperidinacetate). RXN SMILES: Br[CH2:2][C:3]([O:5][CH2:6]C)=[O:4].[F:8][C:9]1[CH:14]=[CH:13][C:12]([C:15]2[C:23]3[C:18](=[CH:19][CH:20]=[C:21]([CH3:24])[CH:22]=3)[N:17]([CH:25]3[CH2:30][CH2:29][NH:28][CH2:27][CH2:26]3)[CH:16]=2)=[CH:11][CH:10]=1.C([O-])([O-])=O.[K+].[K+]>CC(C)=O>[F:8][C:9]1[CH:14]=[CH:13][C:12]([C:15]2[C:23]3[C:18](=[CH:19][CH:20]=[C:21]([CH3:24])[CH:22]=3)[N:17]([CH:25]3[CH2:30][CH2:29][N:28]([CH2:2][C:3]([O:5][CH3:6])=[O:4])[CH2:27][CH2:26]3)[CH:16]=2)=[CH:11][CH:10]=1 |f:2.3.4|. Procedure: A solution of ethyl bromoacetate in acetone was added during 15 min to a mixture of 3-(4-fluorophenyl)-5-methyl-l-(4-piperidyl)-1H-indole 3d (5.0 g), K2CO3 (2.5 g) and acetone (100 ml) at room temperature. After another 2 h the solvents were evaporated, water was added and the mixture was extracted with ethyl acetate (2×100 ml). The combined organic phases were washed with brine and dried (Na2SO4). Evaporation of the solvent afforded the crude methyl 4-[3-(4-fluorophenyl)-5-methyl-1H-indol-1-yl]...